From a dataset of the Open Reaction Database (ORD), a public repository of structured organic reaction records. describe an organic reaction: reactants, conditions, products, and yield The reactants are O.O.O.O.O.[O-][Si](=O)[O-].[Na+].[Na+] (sodium metasilicate pentahydrate), S(O)(O)(=O)=O (sulfuric acid). Run at time 1.5 hour. The product is [Si](O)(O)(O)O (silicic acid), S(=O)(=O)([O-])[O-].[Na+].[Na+] (sodium sulfate). As a reaction SMILES: O.O.O.O.O.[O-:6][Si:7]([O-:9])=[O:8].[Na+:10].[Na+].[S:12](=[O:16])(=[O:15])([OH:14])[OH:13]>>[Si:7]([OH:13])([OH:9])([OH:6])[OH:8].[S:12]([O-:16])([O-:15])(=[O:14])=[O:13].[Na+:10].[Na+:10] |f:0.1.2.3.4.5.6.7,10.11.12|. Procedure: About 150 parts by weight of sodium metasilicate pentahydrate are slowly added to about 75 parts by weight of concentrated sulfuric acid while agitating and keeping the temperature below 100° C. The reaction takes place under ambient pressure, and the reaction is complete in 1 to 2 hours, thereby producing a white granular silicic acid compound and sodium sulfate. The mixture is washed with water then filtered to remove the salt and water, thereby recovering the silicic acid compound. The silici... Reported procedure: 3-Chloropropionyl chloride (12.70 g, 100 mmol) is slowly added to a suspension of AlCl3 (16.0 g, 120 mmol) in CH2Cl2 (200 mL) at 0° C. under N2. Next, 2,3-dimethylanisole (13.62 g, 100 mmol) is slowly added at 0° C. The resulting yellow solution is stirred at 0° C. for 30 min, and then quenched by the addition of ice-cold 1.0 N HCl (200 mL) (the first several mL are added very slowly). The resulting mixture is stirred at room temperature for 20 min and then extracted with CH2Cl2. The extract is ... RXN SMILES: [Cl:1][CH2:2][CH2:3][C:4](Cl)=[O:5].[Al+3].[Cl-].[Cl-].[Cl-].[CH3:11][C:12]1[C:17]([CH3:18])=[CH:16][CH:15]=[CH:14][C:13]=1[O:19][CH3:20]>C(Cl)Cl>[Cl:1][CH2:2][CH2:3][C:4]([C:16]1[CH:15]=[CH:14][C:13]([O:19][CH3:20])=[C:12]([CH3:11])[C:17]=1[CH3:18])=[O:5] |f:1.2.3.4|. Run at temperature 0 celsius, time 30 minute. The product is ClCCC(=O)C1=C(C(=C(C=C1)OC)C)C (3-chloro-1-(4-methoxy-2,3-dimethylphenyl)propan-1-one). Starting materials: ClCCC(=O)Cl (3-Chloropropionyl chloride), [Al+3].[Cl-].[Cl-].[Cl-] (AlCl3), CC1=C(C=CC=C1C)OC (2,3-dimethylanisole). Solvent: C(Cl)Cl (CH2Cl2). Reactants: CC=1C=C(C=NNC2=NN(NC(=C2)N2CCOCC2)CCCO)C=CC1 (3-{4-[N′-(3-methyl-benzylidene)-hydrazino]-6-morpholin-4-yl-triazin-2-yl}-propan-1-ol), CN(C)C1=NC=CC=C1 (dimethylaminopyridine), COC=1C=C(C=CC1)N=C=O (m-methoxyphenylisocyanate). The solvent is C(C)#N (acetonitrile). Run at temperature 60 celsius, time 16 hour. Yields the product Compound 103, CC=1C=C(C=NNC2=NN(NC(=C2)N2CCOCC2)CCCOC(NC2=CC(=CC=C2)OC)=O)C=CC1 ((3-methoxy-phenyl)-carbamic acid 3-{4-[N′-(3-methyl-benzylidene)-hydrazino]-6-morpholin-4-yl-triazin-2-yl}-propyl ester). As a reaction SMILES: [CH3:1][C:2]1[CH:3]=[C:4]([CH:24]=[CH:25][CH:26]=1)[CH:5]=[N:6][NH:7][C:8]1[CH:13]=[C:12]([N:14]2[CH2:19][CH2:18][O:17][CH2:16][CH2:15]2)[NH:11][N:10]([CH2:20][CH2:21][CH2:22][OH:23])[N:9]=1.[CH3:27][O:28][C:29]1[CH:30]=[C:31]([N:35]=[C:36]=[O:37])[CH:32]=[CH:33][CH:34]=1.CN(C1C=CC=CN=1)C>C(#N)C>[CH3:1][C:2]1[CH:3]=[C:4]([CH:24]=[CH:25][CH:26]=1)[CH:5]=[N:6][NH:7][C:8]1[CH:13]=[C:12]([N:14]2[CH2:15][CH2:16][O:17][CH2:18][CH2:19]2)[NH:11][N:10]([CH2:20][CH2:21][CH2:22][O:23][C:36](=[O:37])[NH:35][C:31]2[CH:32]=[CH:33][CH:34]=[C:29]([O:28][CH3:27])[CH:30]=2)[N:9]=1. Procedure: 3-{4-[N′-(3-methyl-benzylidene)-hydrazino]-6-morpholin-4-yl-triazin-2-yl}-propan-1-ol (1 mmol) is dissolved in acetonitrile (4 mL). To the mixture is added m-methoxyphenylisocyanate (149 mg., 1 mmol) and a catalytic amount of dimethylaminopyridine. The reaction is stirred at 60° C. for 16 hours. The reaction is then cooled to 4° C., and the precipitate is filtered, washed with acetonitrile (1 mL) and dried to give Compound 103, (3-methoxy-phenyl)-carbamic acid 3-{4-[N′-(3-methyl-benzylidene)-hyd... The reactants are OC=1C=C2CC(NCC2=CC1)C(=O)O (6-hydroxy-1,2,3,4-tetrahydroisoquinoline-3-carboxylic acid), S(=O)(Cl)Cl (thionyl chloride), CO (MeOH). Product: OC=1C=C2C=C(N=CC2=CC1)C(=O)OC (methyl 6-hydroxyisoquinoline-3-carboxylate). The yield is 67.0%. As a reaction SMILES: [OH:1][C:2]1[CH:3]=[C:4]2[C:9](=[CH:10][CH:11]=1)[CH2:8][NH:7][CH:6]([C:12]([OH:14])=[O:13])[CH2:5]2.S(Cl)(Cl)=O.[CH3:19]O>>[OH:1][C:2]1[CH:3]=[C:4]2[C:9](=[CH:10][CH:11]=1)[CH:8]=[N:7][C:6]([C:12]([O:14][CH3:19])=[O:13])=[CH:5]2. Procedure details: To a solution of 6-hydroxy-1,2,3,4-tetrahydroisoquinoline-3-carboxylic acid (1.0 g, 5.2 mmol) in MeOH (50 mL) was added thionyl chloride (0.56 mL, 7.8 mmol) slowly. The reaction was heated at reflux for 18 h and then cooled to rt. The solvent was evaporated. The residue was redissolved in DCM and saturated NaHCO3 solution was added. The mixture was extracted with DCM (2×) and the combined organic solutions were dried over Na2SO4 and concentrated to give methyl 6-hydroxyisoquinoline-3-carboxylate... The reactants are NCC1=CC=CC=C1, O=S(C1=CC=C([N+]([O-])=O)C=C1)(Cl)=O. The reagents and catalysts are O=C([O-])O.[Na+] (NaHCO3). The solvent is O (water), OCCOCCOCCOCCOCCO (PEG400), CC(C)=O (acetone). Run at temperature 25 celsius, pressure 100 psi, time 20 minute. Product: O=[N+]([O-])c1ccc(S(=O)(=O)NCc2ccccc2)cc1. Isolated yield 100.0%. The reactants are ClC1=CC=C(C=N1)OC1=CC=NC2=CC(=C(C=C12)OC)OC (4-(6-Chloro-pyridin-3-yloxy)-6,7-dimethoxy-quinoline), O (water), ClC1=CC=C(C=N1)OC1=CC=NC2=CC(=C(C=C12)OC)OC (4-(6-Chloro-pyridin-3-yloxy)-6,7-dimethoxy-quinoline), C[O-].[Na+] (sodium methoxide). Solvent: C1(=CC=CC=C1)C (toluene). Yields the product COC=1C=C2C(=CC=NC2=CC1OC)OC=1C=NC(=CC1)OC (6,7-Dimethoxy-4-(6-methoxy-pyridin-3-yloxy)quinoline). The yield is 61.5%. RXN SMILES: Cl[C:2]1[N:7]=[CH:6][C:5]([O:8][C:9]2[C:18]3[C:13](=[CH:14][C:15]([O:21][CH3:22])=[C:16]([O:19][CH3:20])[CH:17]=3)[N:12]=[CH:11][CH:10]=2)=[CH:4][CH:3]=1.[CH3:23][O-:24].[Na+].O>C1(C)C=CC=CC=1>[CH3:20][O:19][C:16]1[CH:17]=[C:18]2[C:13](=[CH:14][C:15]=1[O:21][CH3:22])[N:12]=[CH:11][CH:10]=[C:9]2[O:8][C:5]1[CH:6]=[N:7][C:2]([O:24][CH3:23])=[CH:3][CH:4]=1 |f:1.2|. Reported procedure: 4-(6-Chloro-pyridin-3-yloxy)-6,7-dimethoxy-quinoline (compound 206) (145 mg) and sodium methoxide (87 mg) were suspended in toluene (1.2 ml), and the suspension was heated under reflux for 20 hr. The reaction solution was cooled to room temperature, water was then added to the reaction solution, and the mixture was extracted with chloroform. The chloroform layer was then washed with water and saturated brine and was dried over anhydrous magnesium sulfate. The solvent was removed by distillation ... Starting materials: C(C)N(C(C)=O)C1=CC(=CC=C1)C1=CC=NC=2N1N=CC2 (N-ethyl-N-(3-pyrazolo[1,5-a]pyrimidin-7-ylphenyl)acetamide), ClN1N=NC2=C1C=CC=C2 (1-chlorobenzotriazole), ice. The solvent is ClCCl (dichloromethane). Product: ClC=1C=NN2C1N=CC=C2C=2C=C(C=CC2)N(C(C)=O)CC (N-[3-(3-Chloropyrazolo[1,5-a]pyrimidin-7-yl)phenyl]-N-ethylacetamide). Yield: 62.3%. Reaction SMILES: [CH2:1]([N:3]([C:7]1[CH:12]=[CH:11][CH:10]=[C:9]([C:13]2[N:18]3[N:19]=[CH:20][CH:21]=[C:17]3[N:16]=[CH:15][CH:14]=2)[CH:8]=1)[C:4](=[O:6])[CH3:5])[CH3:2].[Cl:22]N1C2C=CC=CC=2N=N1>ClCCl>[Cl:22][C:21]1[CH:20]=[N:19][N:18]2[C:13]([C:9]3[CH:8]=[C:7]([N:3]([CH2:1][CH3:2])[C:4](=[O:6])[CH3:5])[CH:12]=[CH:11][CH:10]=3)=[CH:14][CH:15]=[N:16][C:17]=12. Procedure details: A mixture of 1.0 g of N-ethyl-N-(3-pyrazolo[1,5-a]pyrimidin-7-ylphenyl)acetamide and 4.57 g of 1-chlorobenzotriazole in 50 ml of dichloromethane was refluxed for 25 minutes, then cooled and poured into 50 ml of ice-cold 2.5N aqueous sodium hydroxide. The mixture was filtered through hydrous magnesium silicate, precipitated with hexane and the solid collected, giving 0.7 g of the desired product, mp 157°-159°C. Starting materials: ONC(=N)C1CC1 (N-hydroxy-cyclopropanecarboxamidine), C(C)(C)(C)OC(=O)NCCC(=O)OCC (ethyl 3-tert-butoxycarbonylamino-propionate), O (water), [H-].[Na+] (sodium hydride). Run in CN(C=O)C (dimethylformamide), CN(C=O)C (dimethylformamide). Conditions: temperature 50 celsius, time 0.1 hour. The product is C1(CC1)C1=NOC(=N1)CCNC(OC(C)(C)C)=O (tert-butyl [2-(3-cyclopropyl-[1,2,4]oxadiazol-5-yl)-ethyl]-carbamate). RXN SMILES: [OH:1][NH:2][C:3]([CH:5]1[CH2:7][CH2:6]1)=[NH:4].[H-].[Na+].[C:10]([O:14][C:15]([NH:17][CH2:18][CH2:19][C:20](OCC)=O)=[O:16])([CH3:13])([CH3:12])[CH3:11].O>CN(C)C=O>[CH:5]1([C:3]2[N:4]=[C:20]([CH2:19][CH2:18][NH:17][C:15](=[O:16])[O:14][C:10]([CH3:13])([CH3:12])[CH3:11])[O:1][N:2]=2)[CH2:7][CH2:6]1 |f:1.2|. Reported procedure: 3.10 g (30.96 mmol) N-hydroxy-cyclopropanecarboxamidine are placed in 10 ml dimethylformamide and molecular sieve. 1.32 g (34.06 mmol) sodium hydride (60% in mineral oil) are added. The mixture is stirred for 0.1 hours at 50° C., then 7.40 g (34.06 mmol) ethyl 3-tert-butoxycarbonylamino-propionate in 20 ml dimethylformamide are added. The reaction mixture is stirred for 3 hours at 50° C. After cooling 15 ml of water are added, the mixture is suction filtered through Celite. The 2 phases of the f...